Dataset: the Open Reaction Database (ORD), a public repository of structured organic reaction records. Task: describe an organic reaction: reactants, conditions, products, and yield The reactants are CCCCc1ccc2c(c1)CCC2=O, CCO, CC(=O)[O-], Cl, NO, [Na+], O. Product: CCCCc1ccc2c(c1)CCC2=NO. As a reaction SMILES: [CH2:9]([CH2:10][CH2:11][CH3:12])[c:13]1[cH:14][c:15]2[c:19]([cH:20][cH:21]1)[C:18](=[O:22])[CH2:17][CH2:16]2.[CH3:23][CH2:24][OH:25].[CH3:5][C:6](=[O:7])[O-:8].[ClH:1].[NH2:2][OH:3].[Na+:4].[OH2:26]>>[N:2]([OH:3])=[C:18]1[CH2:17][CH2:16][c:15]2[cH:14][c:13]([CH2:9][CH2:10][CH2:11][CH3:12])[cH:21][cH:20][c:19]21. Reactants: CC(C)(C)[Si](C)(C)Cl, ClCCl, COC(=O)c1cc(O)ccc1O, c1c[nH]cn1. Product: COC(=O)c1cc(O[Si](C)(C)C(C)(C)C)ccc1O. Reaction SMILES: [C:18]([CH3:19])([CH3:20])([CH3:21])[Si:22]([CH3:23])([CH3:24])[Cl:25].[Cl:26][CH2:27][Cl:28].[OH:1][c:2]1[c:3]([C:4](=[O:5])[O:6][CH3:7])[cH:8][c:9]([OH:12])[cH:10][cH:11]1.[nH:13]1[cH:14][cH:15][n:16][cH:17]1>>[OH:1][c:2]1[c:3]([C:4](=[O:5])[O:6][CH3:7])[cH:8][c:9]([O:12][Si:22]([C:18]([CH3:19])([CH3:20])[CH3:21])([CH3:23])[CH3:24])[cH:10][cH:11]1. Starting materials: C1[C@H](O1)CO ((R)-glycidol), FC(CO)(C(C(C(C(F)(F)F)(F)F)(F)F)(F)F)F (2,2,3,3,4,4,5,5,6,6,6-undecafluorohexanol). Reagents/catalysts: CCN(C(C)C)C(C)C (N,N'-diisopropylethylamine). Run at time 1 hour. Yields the product O[C@@H](CO)COCC(C(C(C(C(F)(F)F)(F)F)(F)F)(F)F)(F)F ((S)-2-hydroxy-3-(2,2,3,3,4,4,5,5,6,6,6-undecafluorohexyloxy)-1-propanol). Yield: 58.2%. RXN SMILES: [CH2:1]1[O:3][C@@H:2]1[CH2:4][OH:5].[F:6][C:7]([F:23])([C:10]([F:22])([F:21])[C:11]([F:20])([F:19])[C:12]([F:18])([F:17])[C:13]([F:16])([F:15])[F:14])[CH2:8][OH:9]>CCN(C(C)C)C(C)C>[OH:3][C@H:2]([CH2:1][O:9][CH2:8][C:7]([F:23])([F:6])[C:10]([F:21])([F:22])[C:11]([F:19])([F:20])[C:12]([F:17])([F:18])[C:13]([F:16])([F:15])[F:14])[CH2:4][OH:5]. Procedure details: (S)-2-hydroxy-3-(2,2,3,3,4,4,5,5,6,6,6-undecafluorohexyloxy)-propanol was prepared by the following modification of a procedure described in U.S. Pat. No. 3,470,258 (Teroso et al.). (R)-glycidol (5.0 g, 67.5 mmol) was added dropwise to a 120° C. solution of 2,2,3,3,4,4,5,5,6,6,6-undecafluorohexanol (30 g, 101 mmol) and N,N'-diisopropylethylamine (0.47 ml, 2.7 mmol). The resulting mixture was then stirred for one hour. The resulting product was distilled (79-81° C. at 0.4 mm Hg) from the mixture ... The reactants are CCOC(=O)C (EtOAc), C(C)(=O)Cl (Acetyl chloride), N(=[N+]=[N-])[C@H]1[C@H](O[Si](C)(C)C(C)(C)C)O[C@@H]([C@H]([C@@H]1OCC1=CC=CC=C1)O)CO (tert-butyldimethylsilyl 2-azido-3-O-benzyl-2-deoxy-β-D-glucopyranoside), O (water). The solvent is N1=C(C=C(C=C1C)C)C (2,4,6-collidine). Conditions: temperature -40 celsius, time 8 hour. Yields the product C(C)(=O)OC[C@@H]1[C@H]([C@@H]([C@H]([C@H](O[Si](C)(C)C(C)(C)C)O1)N=[N+]=[N-])OCC1=CC=CC=C1)O (tert-Butyldimethylsilyl 6-O-acetyl-2-azido-3-O-benzyl-2-deoxy-β-D-glucopyranoside). The yield is 96.2%. RXN SMILES: [C:1](Cl)(=[O:3])[CH3:2].[N:5]([C@@H:8]1[C@@H:21]([O:22][CH2:23][C:24]2[CH:29]=[CH:28][CH:27]=[CH:26][CH:25]=2)[C@H:20]([OH:30])[C@@H:19]([CH2:31][OH:32])[O:18][C@H:9]1[O:10][Si:11]([C:14]([CH3:17])([CH3:16])[CH3:15])([CH3:13])[CH3:12])=[N+:6]=[N-:7].O.CCOC(C)=O>N1C(C)=CC(C)=CC=1C>[C:1]([O:32][CH2:31][C@H:19]1[O:18][C@@H:9]([O:10][Si:11]([C:14]([CH3:15])([CH3:16])[CH3:17])([CH3:13])[CH3:12])[C@H:8]([N:5]=[N+:6]=[N-:7])[C@@H:21]([O:22][CH2:23][C:24]2[CH:25]=[CH:26][CH:27]=[CH:28][CH:29]=2)[C@@H:20]1[OH:30])(=[O:3])[CH3:2]. Procedure details: Acetyl chloride (4.5 mL, 63.3 mmol) was added dropwise to a solution of tert-butyldimethylsilyl 2-azido-3-O-benzyl-2-deoxy-β-D-glucopyranoside (25 g, 61 mmol) in 2,4,6-collidine (110 mL) under nitrogen at −40° C. After stirring at −40° C. overnight, water was added. The mixture was poured into EtOAc and extracted with 1 N HCl, brine and saturated NaHCO3. The organic phase was dried over Na2SO4, filtered and the solvents were removed in vacuo to afford 6 (26.5 g, 58.7 mmol, 96%) as a colorless so...